The task is: describe an organic reaction: reactants, conditions, products, and yield. This data is from the Open Reaction Database (ORD), a public repository of structured organic reaction records. Starting materials: C(C)(C)(C)OC(N[C@H](CC1=CC=CC=C1)[C@H]1OC1)=O ([(1R)-1-{(2R)-oxiran-2-yl}-2-phenyl-ethyl]carbamic acid tert-butylester), C(C)(C)(C)NC([C@H]1NCCC1)=O ((S)-proline tert-butyl amide). The product is C(C)(C)(C)OC(N[C@@H]([C@H](CN1[C@@H](CCC1)C(NC(C)(C)C)=O)O)CC1=CC=CC=C1)=O ([(1R,2S)-1-Benzyl-3-([2S]-2-tert-butylcarbamoyl-pyrrolidin-1-yl)-2-hydroxy-propyl]-carbamic acid tert-butyl ester). As a reaction SMILES: [C:1]([O:5][C:6](=[O:19])[NH:7][C@@H:8]([C@@H:16]1[CH2:18][O:17]1)[CH2:9][C:10]1[CH:15]=[CH:14][CH:13]=[CH:12][CH:11]=1)([CH3:4])([CH3:3])[CH3:2].[C:20]([NH:24][C:25](=[O:31])[C@@H:26]1[CH2:30][CH2:29][CH2:28][NH:27]1)([CH3:23])([CH3:22])[CH3:21]>>[C:1]([O:5][C:6](=[O:19])[NH:7][C@H:8]([CH2:9][C:10]1[CH:15]=[CH:14][CH:13]=[CH:12][CH:11]=1)[C@@H:16]([OH:17])[CH2:18][N:27]1[CH2:28][CH2:29][CH2:30][C@H:26]1[C:25](=[O:31])[NH:24][C:20]([CH3:22])([CH3:21])[CH3:23])([CH3:4])([CH3:3])[CH3:2]. Reported procedure: Using general procedure 1 and purification method D with [(1R)-1-{(2R)-oxiran-2-yl}-2-phenyl-ethyl]carbamic acid tert-butylester (0.21 g, 0.80 mmol) and (S)-proline tert-butyl amide (0.15 g, 0.88 mmol) gives the title compound. Reactants: ClC1=C2C(=NN=C1C1=CC=CC=C1)N(N=C2C2=CC=C(C#N)C=C2)C (4-(4-chloro-1-methyl-5-phenyl-1H-pyrazolo[3,4-c]pyridazin-3-yl)benzonitrile), ClC1=C2C(=NN=C1C1=CC=CC=C1)N(N=C2C2=CC=C(C=C2)I)C (4-Chloro-3-(4-iodophenyl)-1-methyl-5-phenyl-1H-pyrazolo[3,4-c]pyridazine), ClC1=C2C(=NN=C1C1=CC=CC=C1)N(N=C2C2=CC=C(C=C2)I)C (4-Chloro-3-(4-iodophenyl)-1-methyl-5-phenyl-1H-pyrazolo[3,4-c]pyridazine), ClC1=C2C(=NN=C1C1=CC=CC=C1)N(N=C2C2=CC(=CC=C2)I)C (4-Chloro-3-(3-iodophenyl)-1-methyl-5-phenyl-1H-pyrazolo[3,4-c]pyridazine), ClC1=C2C(=NN=C1C1=CC=CC=C1)N(N=C2C2=CC(=CC=C2)I)C (4-Chloro-3-(3-iodophenyl)-1-methyl-5-phenyl-1H-pyrazolo[3,4-c]pyridazine). Product: ClC1=C2C(=NN=C1C1=CC=CC=C1)N(N=C2C=2C=C(C#N)C=CC2)C (3-(4-chloro-1-methyl-5-phenyl-1H-pyrazolo[3,4-c]pyridazin-3-yl)benzonitrile). Reaction SMILES: ClC1C(C2C=CC=CC=2)=N[N:5]=[C:4]2N(C)N=C(C3C=CC(C#N)=CC=3)C=12.[Cl:26][C:27]1[C:32]([C:33]2[CH:38]=[CH:37][CH:36]=[CH:35][CH:34]=2)=[N:31][N:30]=[C:29]2[N:39]([CH3:49])[N:40]=[C:41]([C:42]3[CH:47]=[CH:46][CH:45]=[C:44](I)[CH:43]=3)[C:28]=12.ClC1C(C2C=CC=CC=2)=NN=C2N(C)N=C(C3C=CC(I)=CC=3)C=12>>[Cl:26][C:27]1[C:32]([C:33]2[CH:38]=[CH:37][CH:36]=[CH:35][CH:34]=2)=[N:31][N:30]=[C:29]2[N:39]([CH3:49])[N:40]=[C:41]([C:42]3[CH:43]=[C:44]([CH:45]=[CH:46][CH:47]=3)[C:4]#[N:5])[C:28]=12. Reported procedure: Compound 34 was synthesised following similar procedures outlined in Example 35 (Compound 24), using 4-chloro-3-(3-iodophenyl)-1-methyl-5-phenyl-1H-pyrazolo[3,4-c]pyridazine (Compound 3, Example 30) as the starting material instead of 4-chloro-3-(4-iodophenyl)-1-methyl-5-phenyl-1H-pyrazolo[3,4-c]pyridazine (Compound 43, Example 23). Starting materials: Cc1cc(F)ccc1C(=O)O, O=[N+]([O-])O, O=S(=O)(O)O. Product: Cc1cc(F)c([N+](=O)[O-])cc1C(=O)O. As a reaction SMILES: [F:1][c:2]1[cH:3][c:4]([CH3:11])[c:5]([C:6](=[O:7])[OH:8])[cH:9][cH:10]1.[OH:12][N+:13]([O-:14])=[O:15].[S:16](=[O:17])(=[O:18])([OH:19])[OH:20]>>[F:1][c:2]1[cH:3][c:4]([CH3:11])[c:5]([C:6](=[O:7])[OH:8])[cH:9][c:10]1[N+:13](=[O:12])[O-:14]. The reactants are Brc1cccc(Br)c1, CS(=O)(=O)c1ccc(-c2cn[nH]c(=O)c2Oc2ccc(F)cc2)cc1. The product is CS(=O)(=O)c1ccc(-c2cnn(-c3cccc(Br)c3)c(=O)c2Oc2ccc(F)cc2)cc1. Reaction SMILES: [Br:1][c:2]1[cH:3][cH:4][cH:5][c:6]([Br:7])[cH:8]1.[F:9][c:10]1[cH:11][cH:12][c:13]([O:14][c:15]2[c:16](=[O:31])[nH:17][n:18][cH:19][c:20]2-[c:21]2[cH:22][cH:23][c:24]([S:27](=[O:28])(=[O:29])[CH3:30])[cH:25][cH:26]2)[cH:32][cH:33]1>>[c:2]1(-[n:17]2[c:16](=[O:31])[c:15]([O:14][c:13]3[cH:12][cH:11][c:10]([F:9])[cH:33][cH:32]3)[c:20](-[c:21]3[cH:22][cH:23][c:24]([S:27](=[O:28])(=[O:29])[CH3:30])[cH:25][cH:26]3)[cH:19][n:18]2)[cH:3][cH:4][cH:5][c:6]([Br:7])[cH:8]1. Reactants: O=CC(O)C(O)C(O)CO, O=S(=O)(O)O. Yields the product OCC(O)C(O)C(O)CO. Reaction SMILES: [O:6]=[CH:7][CH:8]([OH:9])[CH:10]([OH:11])[CH:12]([OH:13])[CH2:14][OH:15].[S:1](=[O:2])(=[O:3])([OH:4])[OH:5]>>[OH:6][CH2:7][CH:8]([OH:9])[CH:10]([OH:11])[CH:12]([OH:13])[CH2:14][OH:15]. Starting materials: CCOC(=O)CCCBr, COc1ccccc1N1CCNCC1, CC#N, [K+], [K+], O=C([O-])[O-]. The product is CCOC(=O)CCCN1CCN(c2ccccc2OC)CC1. Reaction SMILES: [Br:15][CH2:16][CH2:17][CH2:18][C:19](=[O:20])[O:21][CH2:22][CH3:23].[CH3:1][O:2][c:3]1[c:4]([N:9]2[CH2:10][CH2:11][NH:12][CH2:13][CH2:14]2)[cH:5][cH:6][cH:7][cH:8]1.[CH3:30][C:31]#[N:32].[K+:24].[K+:25].[O-:26][C:27]([O-:28])=[O:29]>>[CH3:1][O:2][c:3]1[c:4]([N:9]2[CH2:10][CH2:11][N:12]([CH2:16][CH2:17][CH2:18][C:19](=[O:20])[O:21][CH2:22][CH3:23])[CH2:13][CH2:14]2)[cH:5][cH:6][cH:7][cH:8]1. The reactants are CI, [H-], [Na+], CN(C)C=O, O, COC(=O)c1c[nH]c2ccccc12. Yields the product COC(=O)c1cn(C)c2ccccc12. Reaction SMILES: [CH3:16][I:17].[H-:2].[Na+:1].[O:18]=[CH:19][N:20]([CH3:21])[CH3:22].[OH2:23].[nH:3]1[cH:4][c:5]([C:12](=[O:13])[O:14][CH3:15])[c:6]2[cH:7][cH:8][cH:9][cH:10][c:11]12>>[n:3]1([CH3:16])[cH:4][c:5]([C:12](=[O:13])[O:14][CH3:15])[c:6]2[cH:7][cH:8][cH:9][cH:10][c:11]12.